Task: describe an organic reaction: reactants, conditions, products, and yield. Dataset: the Open Reaction Database (ORD), a public repository of structured organic reaction records Reaction SMILES: Cl[CH2:2][CH2:3][C:4]([C:9]1[CH:14]=[CH:13][C:12]([F:15])=[CH:11][CH:10]=1)([OH:8])[CH2:5][CH:6]=[CH2:7].[C:16]1([N:22]2[CH2:27][CH2:26][CH:25]([CH2:28][NH2:29])[CH2:24][CH2:23]2)[CH:21]=[CH:20][CH:19]=[CH:18][CH:17]=1.[I-].[K+].CN(C=O)C>CCOC(C)=O>[F:15][C:12]1[CH:13]=[CH:14][C:9]([C:4]([OH:8])([CH2:5][CH:6]=[CH2:7])[CH2:3][CH2:2][NH:29][CH2:28][CH:25]2[CH2:24][CH2:23][N:22]([C:16]3[CH:21]=[CH:20][CH:19]=[CH:18][CH:17]=3)[CH2:27][CH2:26]2)=[CH:10][CH:11]=1 |f:2.3|. The yield is 66.0%. Yields the product FC1=CC=C(C=C1)C(CCNCC1CCN(CC1)C1=CC=CC=C1)(CC=C)O (3-(4-fluorophenyl)-1-((1-phenylpiperidin-4-yl)methylamino)hex-5-en-3-ol). Reactants: ClCCC(CC=C)(O)C1=CC=C(C=C1)F (1-Chloro-3-(4-fluorophenyl)hex-5-en-3-ol), C1(=CC=CC=C1)N1CCC(CC1)CN ((1-phenylpiperidin-4-yl)methanamine), [I-].[K+] (potassium iodide), CN(C)C=O (DMF). Procedure details: 1-Chloro-3-(4-fluorophenyl)hex-5-en-3-ol (223 mg, 0.97 mmol), (1-phenylpiperidin-4-yl)methanamine (295 mg, 1.6 equiv.), potassium iodide (178 mg, 1.1 equiv.) and DIEPA (186 μL, 1.1 equiv.) were mixed with DMF (5 mL) and heated at 80° C. for overnight. The mixture was diluted with EtOAc (50 mL), washed by water (2×15 mL), brine (2×10 mL), and dried over Na2SO4. After filtration and concentration, the residue was purified by chromatography on a 12-g silica gel cartridge eluted with a 0˜20% methano... Solvent: CCOC(=O)C (EtOAc). Reaction conditions: temperature 80 celsius.